Task: describe an organic reaction: reactants, conditions, products, and yield. Dataset: the Open Reaction Database (ORD), a public repository of structured organic reaction records Reactants: COCn1nnc(C2CCCN(C(=O)C=Cc3ccc(Sc4ccccc4C(C)C)c([N+](=O)[O-])c3)C2)n1, O=C(O)C(F)(F)F. Yields the product CC(C)c1ccccc1Sc1ccc(C=CC(=O)N2CCCC(c3nnn[nH]3)C2)cc1[N+](=O)[O-]. RXN SMILES: [CH:1]([CH3:2])([CH3:3])[c:4]1[c:5]([S:10][c:11]2[c:12]([N+:35](=[O:36])[O-:37])[cH:13][c:14]([CH:17]=[CH:18][C:19](=[O:20])[N:21]3[CH2:22][CH:23]([c:27]4[n:28][n:29][n:30]([CH2:32][O:33][CH3:34])[n:31]4)[CH2:24][CH2:25][CH2:26]3)[cH:15][cH:16]2)[cH:6][cH:7][cH:8][cH:9]1.[F:38][C:39]([F:40])([F:41])[C:42]([OH:43])=[O:44]>>[CH:1]([CH3:2])([CH3:3])[c:4]1[c:5]([S:10][c:11]2[c:12]([N+:35](=[O:36])[O-:37])[cH:13][c:14]([CH:17]=[CH:18][C:19](=[O:20])[N:21]3[CH2:22][CH:23]([c:27]4[nH:28][n:29][n:30][n:31]4)[CH2:24][CH2:25][CH2:26]3)[cH:15][cH:16]2)[cH:6][cH:7][cH:8][cH:9]1. Starting materials: CCOC(=O)C1(CI)CCN(C(=O)c2ccc(Cl)cc2)C1, Oc1ccc(-c2ccc(Cl)cc2)nc1. Yields the product CCOC(=O)C1(COc2ccc(-c3ccc(Cl)cc3)nc2)CCN(C(=O)c2ccc(Cl)cc2)C1. RXN SMILES: [CH2:15]([CH3:16])[O:17][C:18](=[O:19])[C:20]1([CH2:34][I:35])[CH2:21][N:22]([C:25]([c:26]2[cH:27][cH:28][c:29]([Cl:32])[cH:30][cH:31]2)=[O:33])[CH2:23][CH2:24]1.[Cl:1][c:2]1[cH:3][cH:4][c:5](-[c:8]2[cH:9][cH:10][c:11]([OH:14])[cH:12][n:13]2)[cH:6][cH:7]1>>[Cl:1][c:2]1[cH:3][cH:4][c:5](-[c:8]2[cH:9][cH:10][c:11]([O:14][CH2:34][C:20]3([C:18]([O:17][CH2:15][CH3:16])=[O:19])[CH2:21][N:22]([C:25]([c:26]4[cH:27][cH:28][c:29]([Cl:32])[cH:30][cH:31]4)=[O:33])[CH2:23][CH2:24]3)[cH:12][n:13]2)[cH:6][cH:7]1. Starting materials: ClC1=NC=NC(=C1)NC1=CC(=CC=C1)F (4-chloro-6-(3-fluorophenylamino)pyrimidine), [H-].[Na+] (sodium hydride), [Cl-].[NH4+] (ammonium chloride), ICC (iodoethane). The solvent is O1CCCC1 (tetrahydrofuran), O1CCCC1 (tetrahydrofuran), O1CCCC1 (tetrahydrofuran). Product: ClC1=NC=NC(=C1)N(C1=CC(=CC=C1)F)CC (4-chloro-6-(N-ethyl-N-(3-fluorophenyl)amino)pyrimidine). Isolated yield 76.4%. As a reaction SMILES: [H-].[Na+].[Cl:3][C:4]1[CH:9]=[C:8]([NH:10][C:11]2[CH:16]=[CH:15][CH:14]=[C:13]([F:17])[CH:12]=2)[N:7]=[CH:6][N:5]=1.I[CH2:19][CH3:20].[Cl-].[NH4+]>O1CCCC1>[Cl:3][C:4]1[CH:9]=[C:8]([N:10]([CH2:19][CH3:20])[C:11]2[CH:16]=[CH:15][CH:14]=[C:13]([F:17])[CH:12]=2)[N:7]=[CH:6][N:5]=1 |f:0.1,4.5|. Procedure details: In 6.7 ml of tetrahydrofuran was suspended 0.16 g of sodium hydride (60% in oil), to which 0.8 ml of a tetrahydrofuran solution containing 0.5 g of 4-chloro-6-(3-fluorophenylamino)pyrimidine was slowly added dropwise with stirring at room temperature. The mixture was stirred at room temperature for 20 minutes, to which 0.8 ml of a tetrahydrofuran solution containing 0.42 g of iodoethane was slowly added at 0° C., followed by further stirring for 8 hours. The reaction mixture was then poured into... Starting materials: COC1=CC=C(C=C1)C(C1=CC=CC=C1)(C1=CC=C(C=C1)OC)NC1=N[C@](C(C(N1C)=O)(C)C)(C)C1=C(C=CC(=C1)Br)F ((S)-2-{[bis-(4-methoxy-phenyl)-phenyl-methyl]-amino}-6-(5-bromo-2-fluoro-phenyl)-3,5,5,6-tetramethyl-5,6-dihydro-3H-pyrimidin-4-one), COC1=CC=C(C=C1)C(C1=CC=CC=C1)(C1=CC=C(C=C1)OC)NC1=N[C@](C(C(N1C)=O)(C)C)(C)C1=C(C=CC(=C1)Br)F ((S)-2-{[bis-(4-methoxy-phenyl)-phenyl-methyl]-amino}-6-(5-bromo-2-fluoro-phenyl)-3,5,5,6-tetramethyl-5,6-dihydro-3H-pyrimidin-4-one), FC=1C=C(C=NC1)N (5-fluoro-pyridin-3-ylamine). The product is NC1=N[C@](C(C(N1C)=O)(C)C)(C)C1=C(C=CC(=C1)NC=1C=NC=C(C1)F)F ((S)-2-Amino-6-(2-fluoro-5-(5-fluoropyridin-3-ylamino)phenyl)-3,5,5,6-tetramethyl-5,6-dihydropyrimidin-4(3H)-one). RXN SMILES: COC1C=CC(C([NH:24][C:25]2[N:30]([CH3:31])[C:29](=[O:32])[C:28]([CH3:34])([CH3:33])[C@:27]([C:36]3[CH:41]=[C:40](Br)[CH:39]=[CH:38][C:37]=3[F:43])([CH3:35])[N:26]=2)(C2C=CC(OC)=CC=2)C2C=CC=CC=2)=CC=1.[F:44][C:45]1[CH:46]=[C:47]([NH2:51])[CH:48]=[N:49][CH:50]=1>>[NH2:24][C:25]1[N:30]([CH3:31])[C:29](=[O:32])[C:28]([CH3:34])([CH3:33])[C@:27]([C:36]2[CH:41]=[C:40]([NH:51][C:47]3[CH:48]=[N:49][CH:50]=[C:45]([F:44])[CH:46]=3)[CH:39]=[CH:38][C:37]=2[F:43])([CH3:35])[N:26]=1. Reported procedure: The coupling of (S)-2-{[bis-(4-methoxy-phenyl)-phenyl-methyl]-amino}-6-(5-bromo-2-fluoro-phenyl)-3,5,5,6-tetramethyl-5,6-dihydro-3H-pyrimidin-4-one (intermediate K) and 5-fluoro-pyridin-3-ylamine according to procedure B followed by deprotection yielded the title compound as an off-white foam. MS (ESI): m/z=374.2 [M+H]+. Starting materials: CN(C)C=O, ClCc1ccc(OCc2csc(-c3ccccc3)n2)cc1, [H-], [Na+], O, CCOC(=O)CCc1c[nH]nc1-c1ccccc1. The product is CCOC(=O)CCc1cn(Cc2ccc(OCc3csc(-c4ccccc4)n3)cc2)nc1-c1ccccc1. Reaction SMILES: [CH3:43][N:44]([CH3:45])[CH:46]=[O:47].[Cl:3][CH2:4][c:5]1[cH:6][cH:7][c:8]([O:9][CH2:10][c:11]2[n:12][c:13](-[c:16]3[cH:17][cH:18][cH:19][cH:20][cH:21]3)[s:14][cH:15]2)[cH:22][cH:23]1.[H-:1].[Na+:2].[OH2:42].[c:24]1(-[c:30]2[n:31][nH:32][cH:33][c:34]2[CH2:35][CH2:36][C:37](=[O:38])[O:39][CH2:40][CH3:41])[cH:25][cH:26][cH:27][cH:28][cH:29]1>>[CH2:4]([c:5]1[cH:6][cH:7][c:8]([O:9][CH2:10][c:11]2[n:12][c:13](-[c:16]3[cH:17][cH:18][cH:19][cH:20][cH:21]3)[s:14][cH:15]2)[cH:22][cH:23]1)[n:32]1[n:31][c:30](-[c:24]2[cH:25][cH:26][cH:27][cH:28][cH:29]2)[c:34]([CH2:35][CH2:36][C:37](=[O:38])[O:39][CH2:40][CH3:41])[cH:33]1. The reactants are [Al+3], O=C1CCCC(=O)O1, COc1ccccc1OC, [Cl-], [Cl-], [Cl-], Cl, O=[N+]([O-])c1ccccc1. RXN SMILES: [Al+3:20].[C:11]1(=[O:18])[CH2:12][CH2:13][CH2:14][C:15](=[O:16])[O:17]1.[CH3:1][O:2][c:3]1[cH:4][cH:5][cH:6][cH:7][c:8]1[O:9][CH3:10].[Cl-:19].[Cl-:21].[Cl-:22].[ClH:23].[O-:24][N+:25]([c:26]1[cH:27][cH:28][cH:29][cH:30][cH:31]1)=[O:32]>>[CH3:1][O:2][c:3]1[cH:4][c:5]([C:11]([CH2:12][CH2:13][CH2:14][C:15](=[O:16])[OH:17])=[O:18])[cH:6][cH:7][c:8]1[O:9][CH3:10]. Product: COc1ccc(C(=O)CCCC(=O)O)cc1OC. The reactants are N[C@H]1[C@@H](CCCC1)C(=O)O (Trans-2-amino-1-cyclohexane carboxylic acid), C(=O)([O-])[O-].[Na+].[Na+] (Na2CO3), C(=O)([O-])[O-].[Na+].[Na+] (Na2CO3), S1C(=CC=C1)COC(OC1=CC=C(C=C1)[N+](=O)[O-])=O (carbonic acid 4-nitro-phenyl ester thiophen-2-ylmethyl ester). Run in O (water), Cl (HCl), C1CCOC1 (THF). Product: S1C(=CC=C1)COC(=O)N[C@@H]1[C@@H](CCCC1)C(=O)O (cis-2-(Thiophen-2-ylmethoxycarbonylamino)-cyclohexanecarboxylic Acid). RXN SMILES: [NH2:1][C@@H:2]1[CH2:7][CH2:6][CH2:5][CH2:4][C@H:3]1[C:8]([OH:10])=[O:9].C([O-])([O-])=O.[Na+].[Na+].[S:17]1[CH:21]=[CH:20][CH:19]=[C:18]1[CH2:22][O:23][C:24](=O)[O:25]C1C=CC([N+]([O-])=O)=CC=1>O.C1COCC1.Cl>[S:17]1[CH:21]=[CH:20][CH:19]=[C:18]1[CH2:22][O:23][C:24]([NH:1][C@H:2]1[CH2:7][CH2:6][CH2:5][CH2:4][C@H:3]1[C:8]([OH:10])=[O:9])=[O:25] |f:1.2.3|. Reported procedure: To a solution of Trans-2-amino-1-cyclohexane carboxylic acid (100 mg, 0.7 mmol) in 1 mL of water is added 2M aqueous Na2CO3 until pH=9-10 (2 mL). A solution of the carbonic acid 4-nitro-phenyl ester thiophen-2-ylmethyl ester (195 mg, 0.7 mmol) in THF (1 mL) is added at 0° C. and, after 10 minutes, 1 ml of the 2M Na2CO3 is added to the reaction. The mixture is allowed to warm to RT and vigorously stirred overnight. The reaction mixture is diluted with 0.5N HCl until pH=4-3 and the water layer is ... Starting materials: C(=O)(C(F)(F)F)O (TFA), FC(C(=O)N1CCC2(CCN(C2)C(=O)OC(C)(C)C)CC1)(F)F (tert-butyl 8-(2,2,2-trifluoroacetyl)-2,8-diazaspiro[4.5]decane-2-carboxylate). Run at time 12 hour. The product is FC(C(=O)N1CCC2(CCNC2)CC1)(F)F (2,2,2-Trifluoro-1-(2,8-diazaspiro[4.5]decan-8-yl)ethanone). Reaction SMILES: C(O)(C(F)(F)F)=O.[F:8][C:9]([F:30])([F:29])[C:10]([N:12]1[CH2:28][CH2:27][C:15]2([CH2:19][N:18](C(OC(C)(C)C)=O)[CH2:17][CH2:16]2)[CH2:14][CH2:13]1)=[O:11]>>[F:30][C:9]([F:8])([F:29])[C:10]([N:12]1[CH2:28][CH2:27][C:15]2([CH2:19][NH:18][CH2:17][CH2:16]2)[CH2:14][CH2:13]1)=[O:11]. Procedure details: TFA (1 ml) was added to a stirred solution of tert-butyl 8-(2,2,2-trifluoroacetyl)-2,8-diazaspiro[4.5]decane-2-carboxylate (840 mg, 2.5 mmol) in MC (4 ml) and the mixture was stirred at RT for 12 h. The reaction mixture was then concentrated under reduced pressure and azeotroped with MC (2×10 ml). The crude product was dried and used for the next step without further purification. Reactants: CCCCCC (n-hexane), C(C)(=O)OCC (ethyl acetate), CC1=C(C=C(N)C=C1)SCC(F)(F)F (4-methyl-3-(2,2,2-trifluoroethylthio)aniline), N(=O)[O-].[Na+] (sodium nitrite). The reagents and catalysts are S(=O)(=O)([O-])[O-].[Cu+2] (copper sulfate). The solvent is S(O)(O)(=O)=O (sulfuric acid), O (water), S(O)(O)(=O)=O (sulfuric acid). Run at temperature 2.5 celsius, time 1 hour. Product: CC1=C(C=C(C=C1)O)SCC(F)(F)F (4-methyl-3-(2,2,2-trifluoroethylthio)phenol). Yield: 38.0%. As a reaction SMILES: [CH3:1][C:2]1[CH:8]=[CH:7][C:5](N)=[CH:4][C:3]=1[S:9][CH2:10][C:11]([F:14])([F:13])[F:12].N([O-])=[O:16].[Na+].CCCCCC.C(OCC)(=O)C>O.S(=O)(=O)(O)O.S([O-])([O-])(=O)=O.[Cu+2]>[CH3:1][C:2]1[CH:8]=[CH:7][C:5]([OH:16])=[CH:4][C:3]=1[S:9][CH2:10][C:11]([F:14])([F:13])[F:12] |f:1.2,7.8|. Procedure: 49.7 g (225 mmol) of 4-methyl-3-(2,2,2-trifluoroethylthio)aniline was suspended in 500 ml of a 15% aqueous sulfuric acid solution. Thereinto was dropwise added an aqueous solution obtained by dissolving 18.6 g (270 mmol) of sodium nitrite in 100 ml of water, at 0 to 5° C. with ice-cooling. After the completion of the dropwise addition, the mixture was stirred for 1 hour with the temperature being kept. The reaction mixture was gradually dropped at 120° C. into a solution obtained by dissolving 7...